From a dataset of the Open Reaction Database (ORD), a public repository of structured organic reaction records. describe an organic reaction: reactants, conditions, products, and yield Reactants: C(C)OC(CCNC(NC1=CC=NC=C1)=O)=O (4-pyridylcarbamoyl-beta-alanine ethyl ester), [OH-].[Na+] (sodium hydroxide). Solvent: CO (methanol), O (water). The product is N1=CC=C(C=C1)NC(=O)NCCC(=O)O (4-pyridylcarbamoyl-beta-alanine). Isolated yield 77.4%. RXN SMILES: C([O:3][C:4](=[O:17])[CH2:5][CH2:6][NH:7][C:8](=[O:16])[NH:9][C:10]1[CH:15]=[CH:14][N:13]=[CH:12][CH:11]=1)C.[OH-].[Na+]>CO.O>[N:13]1[CH:14]=[CH:15][C:10]([NH:9][C:8]([NH:7][CH2:6][CH2:5][C:4]([OH:17])=[O:3])=[O:16])=[CH:11][CH:12]=1 |f:1.2|. Procedure: A solution of 2 g (8.4 mmol) of 4-pyridylcarbamoyl-beta-alanine ethyl ester and 0.37 g (9.2 mmol) of sodium hydroxide in 50 ml of methanol and 0.1 ml of water is kept agitated for 24 hr at room temperature. After concentration to dryness, the resulting oily residue is taken up in 15 ml of water. After washing with 3 x 10 ml of dichloromethane, the aqueous phase is acidified with a 3 N hydrochloric acid solution until a pH close to 3 is obtained. The precipitate formed is filtered, washed with 10... Starting materials: BrC=1C=C2C(=CC(=NC2=CC1)OC)C1=CC(=CC=C1)OCC (6-bromo-4-(3-ethoxy-phenyl)-2-methoxy-quinoline), ClC1=CC=C(S1)C(=O)C=1N(C=NC1)C ((5chloro-thiophen-2-yl)-(3-methyl-3H-imidazol-4-yl)-methanone). The product is ClC1=CC=C(S1)C(O)(C=1N(C=NC1)C)C=1C=C2C(=CC(=NC2=CC1)OC)C1=CC(=CC=C1)OCC ((5-Chloro-thiophen-2-yl)-[4-(3-ethoxy-phenyl)-2-methoxy-quinolin-6-yl]-(3-methyl-3H-imidazol-4-yl)-methanol). Yield: 71.8%. RXN SMILES: Br[C:2]1[CH:3]=[C:4]2[C:9](=[CH:10][CH:11]=1)[N:8]=[C:7]([O:12][CH3:13])[CH:6]=[C:5]2[C:14]1[CH:19]=[CH:18][CH:17]=[C:16]([O:20][CH2:21][CH3:22])[CH:15]=1.[Cl:23][C:24]1[S:28][C:27]([C:29]([C:31]2[N:32]([CH3:36])[CH:33]=[N:34][CH:35]=2)=[O:30])=[CH:26][CH:25]=1>>[Cl:23][C:24]1[S:28][C:27]([C:29]([C:2]2[CH:3]=[C:4]3[C:9](=[CH:10][CH:11]=2)[N:8]=[C:7]([O:12][CH3:13])[CH:6]=[C:5]3[C:14]2[CH:19]=[CH:18][CH:17]=[C:16]([O:20][CH2:21][CH3:22])[CH:15]=2)([C:31]2[N:32]([CH3:36])[CH:33]=[N:34][CH:35]=2)[OH:30])=[CH:26][CH:25]=1. Reported procedure: Following the same procedure as that described in example 1E, 6-bromo-4-(3-ethoxy-phenyl)-2-methoxy-quinoline (800 mg, 2.23 mmol) and (5chloro-thiophen-2-yl)-(3-methyl-3H-imidazol-4-yl)-methanone (610 mg, 2.68 mmol) generated the title compound of 23B (810 mg, 72% yield). Starting materials: COC(=O)c1cc(OCCCOCc2ccccc2)cc(N2CCCC2=O)c1, CO. Product: COC(=O)c1cc(OCCCO)cc(N2CCCC2=O)c1. RXN SMILES: [CH3:1][O:2][C:3]([c:4]1[cH:5][c:6]([O:16][CH2:17][CH2:18][CH2:19][O:20][CH2:21][c:22]2[cH:23][cH:24][cH:25][cH:26][cH:27]2)[cH:7][c:8]([N:10]2[C:11](=[O:15])[CH2:12][CH2:13][CH2:14]2)[cH:9]1)=[O:28].[CH3:29][OH:30]>>[CH3:1][O:2][C:3]([c:4]1[cH:5][c:6]([O:16][CH2:17][CH2:18][CH2:19][OH:20])[cH:7][c:8]([N:10]2[C:11](=[O:15])[CH2:12][CH2:13][CH2:14]2)[cH:9]1)=[O:28]. Starting materials: CCO, CC(C)=O, C#CCOc1cc(C=O)cc(Cl)c1OCC#C, O=[Cr](=O)=O, O=S(=O)(O)O. The product is C#CCOc1cc(C(=O)O)cc(Cl)c1OCC#C. Reaction SMILES: [CH3:27][CH2:28][OH:29].[CH3:30][C:31](=[O:32])[CH3:33].[Cl:10][c:11]1[cH:12][c:13]([CH:14]=[O:15])[cH:16][c:17]([O:23][CH2:24][C:25]#[CH:26])[c:18]1[O:19][CH2:20][C:21]#[CH:22].[O:6]=[Cr:7](=[O:8])=[O:9].[S:1](=[O:2])(=[O:3])([OH:4])[OH:5]>>[Cl:10][c:11]1[cH:12][c:13]([C:14](=[O:15])[OH:29])[cH:16][c:17]([O:23][CH2:24][C:25]#[CH:26])[c:18]1[O:19][CH2:20][C:21]#[CH:22]. Starting materials: CN1N=NN=C1SC1=C/C(/C2=CC=CC=C2C1=O)=N\S(=O)(=O)C1=CC=C(C=C1)C1=CC=CC=C1 ((E)-N-(3-(1-methyl-1H-tetrazol-5-ylthio)-4-oxonaphthalen-1(4H)-ylidene)biphenyl-4-sulfonamide), ClC1=C/C(/C2=CC=CC=C2C1=O)=N\S(=O)(=O)C1=CC=CC=C1 ((E)-N-(3-chloro-4-oxonaphthalen-1(4H)-ylidene)benzenesulfonamide). As a reaction SMILES: [CH3:1][N:2]1[C:6]([S:7][C:8]2[C:17](=[O:18])[C:16]3[C:11](=[CH:12][CH:13]=[CH:14][CH:15]=3)/[C:10](=[N:19]/[S:20]([C:23]3[CH:28]=[CH:27][C:26]([C:29]4[CH:34]=[CH:33][CH:32]=[CH:31][CH:30]=4)=[CH:25][CH:24]=3)(=[O:22])=[O:21])/[CH:9]=2)=[N:5][N:4]=[N:3]1.ClC1C(=O)C2C(=CC=CC=2)/C(=N/S(C2C=CC=CC=2)(=O)=O)/C=1>>[CH3:1][N:2]1[C:6]([S:7][C:8]2[C:17](=[O:18])[C:16]3[C:11](=[CH:12][CH:13]=[CH:14][CH:15]=3)/[C:10](=[N:19]/[S:20]([C:23]3[CH:28]=[CH:27][CH:26]=[CH:25][CH:24]=3)(=[O:22])=[O:21])/[CH:9]=2)=[N:5][N:4]=[N:3]1.[CH3:1][N:2]1[C:6]([S:7][C:8]2[C:17](=[O:18])[C:16]3[C:11](=[CH:12][CH:13]=[CH:14][CH:15]=3)/[C:10](=[N:19]/[S:20]([C:23]3[CH:28]=[CH:27][C:26]([C:29]4[CH:34]=[CH:33][CH:32]=[CH:31][CH:30]=4)=[CH:25][CH:24]=3)(=[O:21])=[O:22])/[CH:9]=2)=[N:5][N:4]=[N:3]1. Procedure: (E)-N-(3-(1-methyl-1H-tetrazol-5-ylthio)-4-oxonaphthalen-1(4H)-ylidene) benzenesulfonamide (13ac) was prepared according to the procedure for 13x except using 12h, affording 77.1 mg (93.7%) title compound as a yellow solid. Product: CN1N=NN=C1SC1=C/C(/C2=CC=CC=C2C1=O)=N\S(=O)(=O)C1=CC=CC=C1 ((E)-N-(3-(1-methyl-1H-tetrazol-5-ylthio)-4-oxonaphthalen-1(4H)-ylidene) benzenesulfonamide), CN1N=NN=C1SC1=C/C(/C2=CC=CC=C2C1=O)=N\S(=O)(=O)C1=CC=C(C=C1)C1=CC=CC=C1 ((E)-N-(3-(1-methyl-1H-tetrazol-5-ylthio)-4-oxonaphthalen-1(4H)-ylidene)biphenyl-4-sulfonamide). Isolated yield 93.7%. Starting materials: C1COCCO1, CCO, O=[N+]([O-])c1cc(-c2ccncc2)c2occc2c1, NN, O. RXN SMILES: [CH2:25]1[O:26][CH2:27][CH2:28][O:29][CH2:30]1.[CH3:19][CH2:20][OH:21].[N+:1]([O-:2])(=[O:3])[c:4]1[cH:5][c:6](-[c:13]2[cH:14][cH:15][n:16][cH:17][cH:18]2)[c:7]2[c:8]([cH:9][cH:10][o:11]2)[cH:12]1.[NH2:23][NH2:24].[OH2:22]>>[NH2:1][c:4]1[cH:5][c:6](-[c:13]2[cH:14][cH:15][n:16][cH:17][cH:18]2)[c:7]2[c:8]([cH:9][cH:10][o:11]2)[cH:12]1. The product is Nc1cc(-c2ccncc2)c2occc2c1.